This data is from the Open Reaction Database (ORD), a public repository of structured organic reaction records. The task is: describe an organic reaction: reactants, conditions, products, and yield Starting materials: C=O, CO, O=c1cc(-c2ccccc2)oc2cc(O)c(O)c(O)c12, OC1CCNCC1. Product: O=c1cc(-c2ccccc2)oc2c(CN3CCC(O)CC3)c(O)c(O)c(O)c12. As a reaction SMILES: [CH2:21]=[O:22].[CH3:30][OH:31].[OH:1][c:2]1[cH:3][c:4]2[o:5][c:6](-[c:15]3[cH:16][cH:17][cH:18][cH:19][cH:20]3)[cH:7][c:8](=[O:9])[c:10]2[c:11]([OH:12])[c:13]1[OH:14].[OH:23][CH:24]1[CH2:25][CH2:26][NH:27][CH2:28][CH2:29]1>>[OH:1][c:2]1[c:3]([CH2:21][N:27]2[CH2:26][CH2:25][CH:24]([OH:23])[CH2:29][CH2:28]2)[c:4]2[o:5][c:6](-[c:15]3[cH:16][cH:17][cH:18][cH:19][cH:20]3)[cH:7][c:8](=[O:9])[c:10]2[c:11]([OH:12])[c:13]1[OH:14].